Dataset: the Open Reaction Database (ORD), a public repository of structured organic reaction records. Task: describe an organic reaction: reactants, conditions, products, and yield The reactants are COC(=O)[C@@H]1C[C@@H]([C@H](C1)O)NC(=O)C=1SC(=CC1)Cl ((1R,3S,4S)-3-[(5-chloro-thiophene-2-carbonyl)-amino]-4-hydroxy-cyclopentanecarboxylic acid methyl ester), [OH-].[Na+] (NaOH). Solvent: CO (MeOH). Run at time 2 hour. Product: ClC1=CC=C(S1)C(=O)N[C@H]1C[C@H](C[C@@H]1O)C(=O)O ((1R,3S,4S)-3-[(5-chloro-thiophene-2-carbonyl)-amino]-4-hydroxy-cyclopentanecarboxylic acid). Isolated yield 75.8%. RXN SMILES: C[O:2][C:3]([C@H:5]1[CH2:9][C@H:8]([OH:10])[C@@H:7]([NH:11][C:12]([C:14]2[S:15][C:16]([Cl:19])=[CH:17][CH:18]=2)=[O:13])[CH2:6]1)=[O:4].[OH-].[Na+]>CO>[Cl:19][C:16]1[S:15][C:14]([C:12]([NH:11][C@@H:7]2[C@@H:8]([OH:10])[CH2:9][C@H:5]([C:3]([OH:4])=[O:2])[CH2:6]2)=[O:13])=[CH:18][CH:17]=1 |f:1.2|. Reported procedure: To a stirred suspension of (1R,3S,4S)-3-[(5-chloro-thiophene-2-carbonyl)-amino]-4-hydroxy-cyclopentanecarboxylic acid methyl ester (611 mg; example 1B) in MeOH (4 ml) was added 1N NaOH (4 ml). The reaction mixture which slowly turned into a clear solution was stirred at r.t. for 2 hrs, then concentrated. The residue was dissolved in H2O and washed with Et2O. The aqueous phase was acidified with 3N HCl, then extracted with CH2Cl2/MeOH 9:1. The combined organic layers were washed with H2O and brin... The reactants are ClC(=O)OC (Methyl chloroformate), NC=1C=C(C=CC1OC)C(=CC#N)C1=CC(=C(C=C1)OC)OCC (3-(3-amino-4-methoxy-phenyl)-3-(3-ethoxy-4-methoxy-phenyl)-acrylonitrile), C(=O)([O-])[O-].[Cs+].[Cs+] (Cs2CO3), CN(C)C=O (DMF). Reagents/catalysts: [I-].C(CCC)[N+](CCCC)(CCCC)CCCC (tetrabutylammonium iodide). Run in C(C)(=O)OCC (ethyl acetate). Conditions: time 30 minute. The product is COC(NC1=C(C=C(C=C1)/C(=C/C#N)/C1=CC(=C(C=C1)OC)OCC)OC)=O ((Z)-{4-[2-cyano-1-(3-ethoxy-4-methoxy-phenyl)-vinyl]-2-methoxy-phenyl}-carbamic acid methyl ester). Yield: 55.0%. Reaction SMILES: N[C:2]1[CH:3]=[C:4]([C:10]([C:14]2[CH:19]=[CH:18][C:17]([O:20][CH3:21])=[C:16]([O:22][CH2:23][CH3:24])[CH:15]=2)=[CH:11][C:12]#[N:13])[CH:5]=[CH:6][C:7]=1OC.[C:25]([O-:28])([O-])=O.[Cs+].[Cs+].Cl[C:32]([O:34][CH3:35])=[O:33].C[N:37](C=O)C>[I-].C([N+](CCCC)(CCCC)CCCC)CCC.C(OCC)(=O)C>[CH3:35][O:34][C:32](=[O:33])[NH:37][C:7]1[CH:6]=[CH:5][C:4](/[C:10](/[C:14]2[CH:19]=[CH:18][C:17]([O:20][CH3:21])=[C:16]([O:22][CH2:23][CH3:24])[CH:15]=2)=[CH:11]/[C:12]#[N:13])=[CH:3][C:2]=1[O:28][CH3:25] |f:1.2.3,6.7|. Reported procedure: To a stirred solution of 3-(3-amino-4-methoxy-phenyl)-3-(3-ethoxy-4-methoxy-phenyl)-acrylonitrile (0.20 g, 0.62 mmol) under a nitrogen atmosphere in anhydrous DMF (5 mL) was added Cs2CO3 (0.61 g, 1.86 mmol) and tetrabutylammonium iodide (0.69 g, 1.86 mmol). The mixture was stirred at ambient temperature for 30 minutes. Methyl chloroformate (0.14 mL, 1.86 mmol) was added dropwise into the suspension. The reaction mixture was stirred overnight under a nitrogen atmosphere. After this time, the reac...